From a dataset of the Open Reaction Database (ORD), a public repository of structured organic reaction records. describe an organic reaction: reactants, conditions, products, and yield The reactants are ClC1=NC(=C2N=CN(C2=N1)C(C(=O)OC)C)Cl (methyl 2-(2,6-dichloro-9H-purin-9-yl)propanoate), NCCC1=CNC2=CC=CC=C12 (tryptamine). The solvent is CC(C)O (2-propanol). Reaction conditions: temperature 85 celsius. Product: N1C=C(C2=CC=CC=C12)CCNC1=C2N=CN(C2=NC(=N1)Cl)C(C(=O)OC)C (methyl 2-(6-(2-(1H-indol-3-yl)ethylamino)-2-chloro-9H-purin-9-yl)propanoate). Reaction SMILES: [Cl:1][C:2]1[N:10]=[C:9]2[C:5]([N:6]=[CH:7][N:8]2[CH:11]([CH3:16])[C:12]([O:14][CH3:15])=[O:13])=[C:4](Cl)[N:3]=1.[NH2:18][CH2:19][CH2:20][C:21]1[C:29]2[C:24](=[CH:25][CH:26]=[CH:27][CH:28]=2)[NH:23][CH:22]=1>CC(O)C>[NH:23]1[C:24]2[C:29](=[CH:28][CH:27]=[CH:26][CH:25]=2)[C:21]([CH2:20][CH2:19][NH:18][C:4]2[N:3]=[C:2]([Cl:1])[N:10]=[C:9]3[C:5]=2[N:6]=[CH:7][N:8]3[CH:11]([CH3:16])[C:12]([O:14][CH3:15])=[O:13])=[CH:22]1. Procedure details: A mixture of methyl 2-(2,6-dichloro-9H-purin-9-yl)propanoate (b) (600 mg, 2.2 mmol), tryptamine (420 mg, 2.6 mmol) and 2-propanol (30 mL) was heated at 85° C. in a sealed tube for 16 h. The reaction mixture was cooled to room temperature and concentrated. The residue was purified by silica gel chromatography (10 to 80% ethyl acetate in hexane eluant) to afford the title compound as a white solid. MS m/z 360.1 (M+1). The reactants are O1C(C(=O)O)C1C(=O)O.C(C)[K] (monoethyl potassium epoxysuccinate), C(C(=O)Cl)(=O)Cl (oxalyl chloride), CNC1CCCCC1 (N-methylcyclohexylamine). The product is CN(C(C1C(C(=O)OCC)O1)=O)C1CCCCC1 (ethyl N-methyl-N-cyclohexyl-2,3-epoxysuccinamate). Yield: 50.2%. As a reaction SMILES: [O:1]1[CH:6]([C:7]([OH:9])=[O:8])[CH:2]1[C:3]([OH:5])=O.[CH2:10]([K])[CH3:11].C(Cl)(=O)C(Cl)=O.[CH3:19][NH:20][CH:21]1[CH2:26][CH2:25][CH2:24][CH2:23][CH2:22]1>>[CH3:19][N:20]([CH:21]1[CH2:26][CH2:25][CH2:24][CH2:23][CH2:22]1)[C:3](=[O:5])[CH:2]1[O:1][CH:6]1[C:7]([O:9][CH2:10][CH3:11])=[O:8] |f:0.1|. Reported procedure: Following the procedure of Example 1, monoethyl potassium epoxysuccinate (1.0 g) was successively treated with oxalyl chloride (0.75 g) and N-methylcyclohexylamine (1.15 g) to give 0.64 g of ethyl N-methyl-N-cyclohexyl-2,3-epoxysuccinamate (Compound No. 31) as colorless needles melting at 52°-55° C.